Task: describe an organic reaction: reactants, conditions, products, and yield. Dataset: the Open Reaction Database (ORD), a public repository of structured organic reaction records Reactants: C(C)(C)(C)OC(=O)N1CCC(CC1)C#CC1=CC(=NC=C1Cl)Cl (4-(2,5-dichloro-pyridin-4-ylethynyl)-piperidine-1-carboxylic acid tert-butyl ester), FC1=C(C=CC(=C1)C(=O)OC)B(O)O (2-fluoro-4-methoxycarbonyl-phenylboronic acid), Intermediate 14. Yields the product C(C)(C)(C)OC(=O)N1CCC(CC1)C#CC1=CC(=NC=C1Cl)C1=C(C=C(C=C1)C(=O)OC)F (4-[5-Chloro-2-(2-fluoro-4-methoxycarbonyl-phenyl)-pyridin-4-ylethynyl]-piperidine-1-carboxylic acid tert-butyl ester). Reaction SMILES: [C:1]([O:5][C:6]([N:8]1[CH2:13][CH2:12][CH:11]([C:14]#[C:15][C:16]2[C:21]([Cl:22])=[CH:20][N:19]=[C:18](Cl)[CH:17]=2)[CH2:10][CH2:9]1)=[O:7])([CH3:4])([CH3:3])[CH3:2].[F:24][C:25]1[CH:30]=[C:29]([C:31]([O:33][CH3:34])=[O:32])[CH:28]=[CH:27][C:26]=1B(O)O>>[C:1]([O:5][C:6]([N:8]1[CH2:13][CH2:12][CH:11]([C:14]#[C:15][C:16]2[C:21]([Cl:22])=[CH:20][N:19]=[C:18]([C:26]3[CH:27]=[CH:28][C:29]([C:31]([O:33][CH3:34])=[O:32])=[CH:30][C:25]=3[F:24])[CH:17]=2)[CH2:10][CH2:9]1)=[O:7])([CH3:4])([CH3:3])[CH3:2]. Procedure: The title compound is prepared from 4-(2,5-dichloro-pyridin-4-ylethynyl)-piperidine-1-carboxylic acid tert-butyl ester and 2-fluoro-4-methoxycarbonyl-phenylboronic acid following a procedure analogous to that described for Intermediate 14. LC (method 7): tR=1.76 min; Mass spectrum (ESI+): m/z=473 [M+H]+. The reactants are solution, [F-].C(CCC)[N+](CCCC)(CCCC)CCCC (tetra-n-butylammonium fluoride), [Si](C)(C)(C(C)(C)C)OC1=C(C=C(C=C1)CN1C(=NC=2C1=NC(=CC2C)C)CC)Cl (3-(4-tert-butyldimethylsilyloxy-3-chlorophenylmethyl) -5,7-dimethyl-2-ethyl-3H-imidazo[4,5-b]-pyridine). Solvent: C1CCOC1 (THF), C1CCOC1 (THF). Run at time 2 hour. Product: ClC=1C=C(C=CC1O)CN1C(=NC=2C1=NC(=CC2C)C)CC (3-(3-chloro-4-hydroxyphenylmethyl)-5,7-dimethyl-2-ethyl-3H-imidazo[4,5-b]pyridine). Isolated yield 90.1%. As a reaction SMILES: [Si]([O:8][C:9]1[CH:14]=[CH:13][C:12]([CH2:15][N:16]2[C:20]3=[N:21][C:22]([CH3:26])=[CH:23][C:24]([CH3:25])=[C:19]3[N:18]=[C:17]2[CH2:27][CH3:28])=[CH:11][C:10]=1[Cl:29])(C(C)(C)C)(C)C.[F-].C([N+](CCCC)(CCCC)CCCC)CCC>C1COCC1>[Cl:29][C:10]1[CH:11]=[C:12]([CH2:15][N:16]2[C:20]3=[N:21][C:22]([CH3:26])=[CH:23][C:24]([CH3:25])=[C:19]3[N:18]=[C:17]2[CH2:27][CH3:28])[CH:13]=[CH:14][C:9]=1[OH:8] |f:1.2|. Procedure details: To a solution of 0.294 g (0.661 mmol) of the product of Step D dissolved in 4 mL of THF was added 0.69 mL (0.69 mmol) of a 1.0M solution of tetra-n-butylammonium fluoride in THF, and the reaction mixture was stirred 2 hours at room temperature. The reaction was then concentrated in vacuo and purified by filtration through a silica gel pad eluted with chloroform. Evaporation of the filtrate and drying in vacuo afforded 0.188 g (87%) of the title compound. Reactants: C(C)NC(=O)C1=NOC(=C1C1=CC=C(C=C1)CN1CCOCC1)C1=C(C=C(C(=C1)C(C)C)OCC1=CC=CC=C1)OCC1=CC=CC=C1 (5-(2,4-Bis-benzyloxy-5-isopropyl-phenyl)-4-(4-morpholin-4-ylmethyl-phenyl)-isoxazole-3-carboxylic acid ethylamide), CO (Methanol). Solvent: C(Cl)Cl (DCM), C(Cl)Cl (DCM). Run at time 30 minute. The product is C(C)NC(=O)C1=NOC(=C1C1=CC=C(C=C1)CN1CCOCC1)C1=C(C=C(C(=C1)C(C)C)O)O (5-(2,4-dihydroxy-5-isopropyl-phenyl)-4-(4-morpholin-4-ylmethyl-phenyl)-isoxazole-3-carboxylic acid ethylamide). RXN SMILES: [CH2:1]([NH:3][C:4]([C:6]1[C:10]([C:11]2[CH:16]=[CH:15][C:14]([CH2:17][N:18]3[CH2:23][CH2:22][O:21][CH2:20][CH2:19]3)=[CH:13][CH:12]=2)=[C:9]([C:24]2[CH:29]=[C:28]([CH:30]([CH3:32])[CH3:31])[C:27]([O:33]CC3C=CC=CC=3)=[CH:26][C:25]=2[O:41]CC2C=CC=CC=2)[O:8][N:7]=1)=[O:5])[CH3:2].CO>C(Cl)Cl>[CH2:1]([NH:3][C:4]([C:6]1[C:10]([C:11]2[CH:16]=[CH:15][C:14]([CH2:17][N:18]3[CH2:23][CH2:22][O:21][CH2:20][CH2:19]3)=[CH:13][CH:12]=2)=[C:9]([C:24]2[CH:29]=[C:28]([CH:30]([CH3:31])[CH3:32])[C:27]([OH:33])=[CH:26][C:25]=2[OH:41])[O:8][N:7]=1)=[O:5])[CH3:2]. Procedure details: 5-(2,4-Bis-benzyloxy-5-isopropyl-phenyl)-4-(4-morpholin-4-ylmethyl-phenyl)-isoxazole-3-carboxylic acid ethylamide (1 eq) was dissolved in an. DCM and under a nitrogen atmosphere, was cooled to 0° C. 1MBCl3 in DCM was added drop wise and the solution was stirred under these conditions for 30 minutes. Methanol (2 ml) was added and the reaction mixture was concentrated in vacuo. Purification of the sample by preparative LC/MS gave 5-(2,4-dihydroxy-5-isopropyl-phenyl)-4-(4-morpholin-4-ylmethyl-pheny... Reactants: CC(C(C)BC(C)C(C)C)C (bis-(3-methyl-2-butyl)borane), C[Si](OC(CC#C)CCCC)(C)C (4-trimethylsiloxy-1-octyne), [OH-].[Na+] (sodium hydroxide), II (iodine), C[N+](C)(C)[O-] (trimethylamine oxide). The solvent is O1CCCC1 (tetrahydrofuran), O1CCCC1 (tetrahydrofuran), O1CCCC1 (tetrahydrofuran). The product is I\C=C\CC(CCCC)O[Si](C)(C)C (1-Iodo-4-trimethylsiloxy-trans-1-octene). RXN SMILES: CC(C)C(BC(C(C)C)C)C.[CH3:12][Si:13]([CH3:24])([CH3:23])[O:14][CH:15]([CH2:19][CH2:20][CH2:21][CH3:22])[CH2:16][C:17]#[CH:18].C[N+]([O-])(C)C.[OH-].[Na+].[I:32]I>O1CCCC1>[I:32]/[CH:18]=[CH:17]/[CH2:16][CH:15]([O:14][Si:13]([CH3:23])([CH3:24])[CH3:12])[CH2:19][CH2:20][CH2:21][CH3:22] |f:3.4|. Reported procedure: To a stirred solution of 0.020 moles of freshly prepared bis-(3-methyl-2-butyl)borane in 300 ml of tetrahydrofuran at 0°-5° C is added dropwise a solution of 19.8 g of 4-trimethylsiloxy-1-octyne in 30 ml of tetrahydrofuran. The resulting mixture is stirred at ambient temperature for several hours, cooled in an ice bath, and treated with 53 g of trimethylamine oxide. The mixture is stirred several hours at 25°-40° C and then poured into 2 liters of 15% sodium hydroxide. The resulting mixture is t... Starting materials: ice water, NC1=C(C=C2NC(C(N(C2=C1)C1CCCCC1)=O)=O)[N+](=O)[O-] (7-amino-1-cyclohexyl-6-nitro-2,3(1H,4H)-quinoxalinedione), NC1=C(C=C2NC(C(N(C2=C1)C1CCCCC1)=O)=O)[N+](=O)[O-] (7-amino-1-cyclohexyl-6-nitro-2,3(1H,4H)-quinoxalinedione), COC(=O)C1(OC(CC1)OC)OC (2-methoxycarbonyl-2,5-dimethoxytetrahydrofuran). The solvent is C(C)(=O)O (acetic acid). Product: C1(CCCCC1)N1C(C(NC2=CC(=C(C=C12)N1C(=CC=C1)C(=O)OC)[N+](=O)[O-])=O)=O (1-Cyclohexyl-7-(2-methoxycarbonyl-1-pyrrolyl)-6-nitro-2,3(1H,4H)-quinoxalinedione). The yield is 78.6%. As a reaction SMILES: [NH2:1][C:2]1[CH:11]=[C:10]2[C:5]([NH:6][C:7](=[O:19])[C:8](=[O:18])[N:9]2[CH:12]2[CH2:17][CH2:16][CH2:15][CH2:14][CH2:13]2)=[CH:4][C:3]=1[N+:20]([O-:22])=[O:21].[CH3:23][O:24][C:25]([C:27]1(OC)[CH2:31][CH2:30][CH:29](OC)O1)=[O:26]>C(O)(=O)C>[CH:12]1([N:9]2[C:10]3[C:5](=[CH:4][C:3]([N+:20]([O-:22])=[O:21])=[C:2]([N:1]4[CH:29]=[CH:30][CH:31]=[C:27]4[C:25]([O:24][CH3:23])=[O:26])[CH:11]=3)[NH:6][C:7](=[O:19])[C:8]2=[O:18])[CH2:13][CH2:14][CH2:15][CH2:16][CH2:17]1. Procedure: 4.5 g (14.8 mmol) of 7-amino-1-cyclohexyl-6-nitro-2,3(1H,4H)-quinoxalinedione (product 37b) and 3.5 g (14.8 mmol) of 2-methoxycarbonyl-2,5-dimethoxytetrahydrofuran in 75 ml of acetic acid were refluxed for 2 h. The mixture was poured into ice-water, and the precipitate was filtered off with suction to yield 4.8 g (78%) of the product. Melting point 293° C. (decomposition). Starting materials: ClC1=C2C(C=C(NC2=CC(=C1)Cl)C(=O)OC)=NS(=O)(=O)C1=CC=CC=C1 (5,7-dichloro-4-[benzenesulfonylimino]-1,4-dihydroquinoline-2-carboxylic acid, methyl ester), CN (methylamine), Cl (hydrochloric acid). Solvent: O (water), O1CCOCC1 (dioxane), O (water). Run at time 18 hour. Product: CNC(=O)C=1NC2=CC(=CC(=C2C(C1)=NS(=O)(=O)C1=CC=CC=C1)Cl)Cl (5,7-Dichloro-4-[benzenesulfonylimino]-1,4-dihydroquinoline-2-carboxylic acid-N-methylamide). RXN SMILES: [Cl:1][C:2]1[CH:11]=[C:10]([Cl:12])[CH:9]=[C:8]2[C:3]=1[C:4](=[N:17][S:18]([C:21]1[CH:26]=[CH:25][CH:24]=[CH:23][CH:22]=1)(=[O:20])=[O:19])[CH:5]=[C:6]([C:13]([O:15]C)=O)[NH:7]2.[CH3:27][NH2:28].Cl>O.O1CCOCC1>[CH3:27][NH:28][C:13]([C:6]1[NH:7][C:8]2[C:3]([C:4](=[N:17][S:18]([C:21]3[CH:26]=[CH:25][CH:24]=[CH:23][CH:22]=3)(=[O:19])=[O:20])[CH:5]=1)=[C:2]([Cl:1])[CH:11]=[C:10]([Cl:12])[CH:9]=2)=[O:15]. Reported procedure: Combine 5,7-dichloro-4-[benzenesulfonylimino]-1,4-dihydroquinoline-2-carboxylic acid, methyl ester (1.0 g, 2.4 mmol) and 40% methylamine in water (25 mL) and dioxane (50 mL). Stopper and stir for 18 hours. Evaporate in vacuo to give a yellow oil. Dissolve the oil in water (15 mL) and add 1M hydrochloric acid solution (15 mL). Stir for 15 minutes and then filter to obtain a solid. Rinse the solid with 1M hydrochloric acid solution and water. Recrystallize from acetonitrile/water to give the title... Starting materials: COC(C(C(C1=NC=CC(=C1)OC)O)(C)C)=O (3-hydroxy-3-(4-methoxypyridin-2-yl)-2,2-dimethyl-propionic acid methyl ester), COC(C(C(C1=NC=CC(=C1)OC)O)(C)C)=O (3-hydroxy-3-(4-methoxypyridin-2-yl)-2,2-dimethyl-propionic acid methyl ester), CCN(C(C)C)C(C)C (N,N′-diisopropylethylamine), FC(S(=O)(=O)OS(=O)(=O)C(F)(F)F)(F)F (Trifluoromethanesulfonic acid anhydride), [I-].[Na+] (sodium iodide). The reagents and catalysts are CN(C1=CC=NC=C1)C (4-dimethylaminopyridine), [Zn] (zinc). Run in ClCCl (dichloromethane). Conditions: time 2.5 hour. Yields the product COC(C(CC1=NC=CC(=C1)OC)(C)C)=O (3-(4-Methoxypyridin-2-yl)-2,2-dimethyl-propionic acid methyl ester). The yield is 57.2%. RXN SMILES: [CH3:1][O:2][C:3](=[O:17])[C:4]([CH3:16])([CH3:15])[CH:5](O)[C:6]1[CH:11]=[C:10]([O:12][CH3:13])[CH:9]=[CH:8][N:7]=1.CCN(C(C)C)C(C)C.FC(F)(F)S(OS(C(F)(F)F)(=O)=O)(=O)=O.[I-].[Na+]>CN(C)C1C=CN=CC=1.ClCCl.[Zn]>[CH3:1][O:2][C:3](=[O:17])[C:4]([CH3:15])([CH3:16])[CH2:5][C:6]1[CH:11]=[C:10]([O:12][CH3:13])[CH:9]=[CH:8][N:7]=1 |f:3.4|. Procedure: 3.0 g of 3-hydroxy-3-(4-methoxypyridin-2-yl)-2,2-dimethyl-propionic acid methyl ester (compound C3), 0.153 g of 4-dimethylaminopyridine and 2.58 ml of N,N′-diisopropylethylamine are dissolved in 80 ml of dichloromethane. Trifluoromethanesulfonic acid anhydride is added dropwise under ice-cooling. The cooling bath is removed and the mixture is stirred at room temperature for 2.5 h. After evaporation in vacuo, the remaining residue is dissolved as obtained in 100 ml of 1,2-dimethoxyethane. 9.37 g ... Starting materials: BrC=1C(=C(C=CC1)CO)OC ((3-bromo-2-methoxyphenyl)methanol), [O-2].[Mg+2] (magnesium oxide), FC(C(=O)[O-])(F)F (trifluoroacetate), FC(C(=O)O)(F)F (trifluoroacetic acid). The reagents and catalysts are [Pd](Cl)Cl (palladium chloride). Solvent: CO (methanol). Run at time 16 hour. The product is BrC1=C(C2=C(C(OC2)=O)C=C1)OC (5-Bromo-4-methoxy-2-benzofuran-1(3H)-one). RXN SMILES: [Br:1][C:2]1[C:3]([O:10][CH3:11])=[C:4]([CH2:8][OH:9])[CH:5]=[CH:6][CH:7]=1.FC(F)(F)[C:14]([O-])=[O:15].FC(F)(F)C(O)=O.[O-2].[Mg+2]>[Pd](Cl)Cl.CO>[Br:1][C:2]1[CH:7]=[CH:6][C:5]2[C:14](=[O:15])[O:9][CH2:8][C:4]=2[C:3]=1[O:10][CH3:11] |f:3.4|. Procedure details: To a flask charged with (3-bromo-2-methoxyphenyl)methanol (3.0 g, 14 mmol, 1.0 eq) was added thallic trifluoroacetate (10.0 g, 18.4 mmol, 1.3 eq). To above mixture was added trifluoroacetic acid (25 mL). The reaction was stirred at r.t. for 16 hr, then concentrated. The excess TFA was removed using high vacuum pump. To the residue was added palladium chloride (245 mg, 1.38 mmol, 0.1 eq), magnesium oxide (1.10 g, 27.6 mmol, 2.0 eq) and methanol (35 mL). The reaction was flushed with carbon monoxi... Starting materials: ClC1=C2C(=NC=C1[N+](=O)[O-])C=CS2 (7-chloro-6-nitrothieno[3,2-b]pyridine), FC(C(=O)O)(F)F.N[C@@H]1C[C@@H](CC1)C(=O)OCC (ethyl (1R,3S)-3-aminocyclopentanecarboxylate trifluoroacetate), C(C)(C)N(C(C)C)CC (N,N-diisopropylethylamine). The solvent is C(C)(C)O (isopropyl alcohol). Reaction conditions: temperature 90 celsius, time 100 minute. Yields the product [N+](=O)([O-])C=1C(=C2C(=NC1)C=CS2)N[C@@H]2C[C@@H](CC2)C(=O)OCC (Ethyl (1R,3S)-3[(6-nitrothieno[3,2-b]pyridin-7-yl)amino]cyclopentanecarboxylate). The yield is 53.2%. As a reaction SMILES: Cl[C:2]1[C:7]([N+:8]([O-:10])=[O:9])=[CH:6][N:5]=[C:4]2[CH:11]=[CH:12][S:13][C:3]=12.FC(F)(F)C(O)=O.[NH2:21][C@H:22]1[CH2:26][CH2:25][C@@H:24]([C:27]([O:29][CH2:30][CH3:31])=[O:28])[CH2:23]1.C(N(CC)C(C)C)(C)C>C(O)(C)C>[N+:8]([C:7]1[C:2]([NH:21][C@H:22]2[CH2:26][CH2:25][C@@H:24]([C:27]([O:29][CH2:30][CH3:31])=[O:28])[CH2:23]2)=[C:3]2[S:13][CH:12]=[CH:11][C:4]2=[N:5][CH:6]=1)([O-:10])=[O:9] |f:1.2|. Reported procedure: To a stirred mixture of 7-chloro-6-nitrothieno[3,2-b]pyridine (0.18 g, 0.84 mmol) and ethyl (1R,3S)-3-aminocyclopentanecarboxylate trifluoroacetate (0.25 g, 0.92 mmol) in isopropyl alcohol (2.3 mL) was added N,N-diisopropylethylamine (0.73 mL, 4.2 mmol). The resulting mixture was stirred at 90° C. for 100 min, and then the solvent was evaporated. The crude residue was purified on silica gel, eluted with 10-60% EtOAc in hexanes to give 0.15 g (55%) of the desired product. LCMS calculated for C15H... Starting materials: O=C(c1ccc(Cl)cc1)c1ccc(Cn2ccc3c(Cl)nnc(Cl)c32)cc1, [Na+], C1COCCO1, [OH-], O. Yields the product O=C(c1ccc(Cl)cc1)c1ccc(Cn2ccc3c(=O)[nH]nc(Cl)c32)cc1. Reaction SMILES: [Cl:1][c:2]1[cH:3][cH:4][c:5]([C:6](=[O:7])[c:8]2[cH:9][cH:10][c:11]([CH2:12][n:13]3[cH:14][cH:15][c:16]4[c:17]3[c:18]([Cl:23])[n:19][n:20][c:21]4[Cl:22])[cH:24][cH:25]2)[cH:26][cH:27]1.[Na+:29].[O:30]1[CH2:31][CH2:32][O:33][CH2:34][CH2:35]1.[OH-:28].[OH2:36]>>[Cl:1][c:2]1[cH:3][cH:4][c:5]([C:6](=[O:7])[c:8]2[cH:9][cH:10][c:11]([CH2:12][n:13]3[cH:14][cH:15][c:16]4[c:17]3[c:18]([Cl:23])[n:19][nH:20][c:21]4=[O:28])[cH:24][cH:25]2)[cH:26][cH:27]1.